This data is from the Open Reaction Database (ORD), a public repository of structured organic reaction records. The task is: describe an organic reaction: reactants, conditions, products, and yield The reactants are C(C)(C)(C)C1=CC(=C(C(=O)NCCC2=CC(=CC=C2)OC(F)(F)F)C=C1)Cl (4-tert-butyl-2-chloro-N-[2-(3-trifluoromethoxy-phenyl)-ethyl]-benzamide), Cl (HCl), [OH-].[Na+] (NaOH). Run in C1CCOC1 (THF), C1CCOC1 (THF). Yields the product C(C)(C)(C)C1=CC(=C(CNCCC2=CC(=CC=C2)OC(F)(F)F)C=C1)Cl ((4-tert-butyl-2-chloro-benzyl)-[2-(3-trifluoromethoxy-phenyl)-ethyl]-amine). The yield is 77.8%. Reaction SMILES: [C:1]([C:5]1[CH:26]=[CH:25][C:8]([C:9]([NH:11][CH2:12][CH2:13][C:14]2[CH:19]=[CH:18][CH:17]=[C:16]([O:20][C:21]([F:24])([F:23])[F:22])[CH:15]=2)=O)=[C:7]([Cl:27])[CH:6]=1)([CH3:4])([CH3:3])[CH3:2].Cl.[OH-].[Na+]>C1COCC1>[C:1]([C:5]1[CH:26]=[CH:25][C:8]([CH2:9][NH:11][CH2:12][CH2:13][C:14]2[CH:19]=[CH:18][CH:17]=[C:16]([O:20][C:21]([F:24])([F:23])[F:22])[CH:15]=2)=[C:7]([Cl:27])[CH:6]=1)([CH3:4])([CH3:2])[CH3:3] |f:2.3|. Procedure details: 0.60 ml (0.60 mmol) of a 1M borane-THF complex solution in THF were added under nitrogen at rt to 80 mg (0.20 mmol) of 4-tert-butyl-2-chloro-N-[2-(3-trifluoromethoxy-phenyl)-ethyl]-benzamide dissolved in 1 ml THF. The reaction mixture was heated to reflux over night. At rt 2 ml 2N aqueous HCl solution were added and the reaction mixture was heated to reflux for 3 h. The reaction mixture was basified with 3 ml 2N aqueous NaOH solution and extracted twice with diethyl ether. The combined organic l... The reactants are [BH4-].[Na+] (sodium borohydride), OC1=CC=C2C(CCCO2)=C1C=O (6-hydroxy-3,4-dihydrobenzopyran-5- carboxaldehyde), NC1=CC=C(C=C1)C(C)=O (p-aminoacetophenone), Schiff's base, Cl (HCl). Solvent: O (water), CO (methanol), CO (methanol). The product is OC=1C=CC2=C(CCCO2)C1CNC1=CC=C(C=C1)C(C)=O (6-hydroxy-5-(4-acetylphenyl) aminomethyl-3,4-dihydrobenzopyran). Yield: 33.0%. Reaction SMILES: [OH:1][C:2]1[C:11]([CH:12]=O)=[C:6]2[CH2:7][CH2:8][CH2:9][O:10][C:5]2=[CH:4][CH:3]=1.[NH2:14][C:15]1[CH:20]=[CH:19][C:18]([C:21](=[O:23])[CH3:22])=[CH:17][CH:16]=1.[BH4-].[Na+].Cl>CO.O>[OH:1][C:2]1[CH:3]=[CH:4][C:5]2[O:10][CH2:9][CH2:8][CH2:7][C:6]=2[C:11]=1[CH2:12][NH:14][C:15]1[CH:20]=[CH:19][C:18]([C:21](=[O:23])[CH3:22])=[CH:17][CH:16]=1 |f:2.3|. Reported procedure: A mixture of 6-hydroxy-3,4-dihydrobenzopyran-5- carboxaldehyde (308 mg, 1.73 mmol) and p-aminoacetophenone (236 mg, 1.73 mmol) in methanol (8 mL) was heated at reflux for one hour. The mixture was cooled to 15° at which time the intermediate Schiff's base crystallized. After filtration and drying a light orange product (221 mg, 43.3%) was obtained. This material was suspended in methanol (8 mL) and sodium borohydride (28 mg, 0.74 mmol) was added. After stirring at room temperature for ten minute... The reactants are O=C([O-])O, CC(=O)N(C)CCOc1cccc2nc[nH]c(=O)c12, CCN(C(C)C)C(C)C, ClCCl, [Na+], O=P(Cl)(Cl)Cl. The product is CC(=O)N(C)CCOc1cccc2ncnc(Cl)c12. As a reaction SMILES: [C:34](=[O:35])([O-:36])[OH:37].[CH3:1][N:2]([C:3]([CH3:4])=[O:5])[CH2:6][CH2:7][O:8][c:9]1[c:10]2[c:11](=[O:19])[nH:12][cH:13][n:14][c:15]2[cH:16][cH:17][cH:18]1.[CH:20]([N:21]([CH:22]([CH3:23])[CH3:24])[CH2:25][CH3:26])([CH3:27])[CH3:28].[Cl:39][CH2:40][Cl:41].[Na+:38].[P:29]([Cl:30])([Cl:31])([Cl:32])=[O:33]>>[CH3:1][N:2]([C:3]([CH3:4])=[O:5])[CH2:6][CH2:7][O:8][c:9]1[c:10]2[c:11]([Cl:31])[n:12][cH:13][n:14][c:15]2[cH:16][cH:17][cH:18]1. The reactants are ClC=1C=C(C=CC1)C1=CC(N(C2=CC=C(C=C12)C(C=1N(C=NC1)C)(O)C=1C=NC(=CC1)Cl)C)=O (4-(3-Chloro-phenyl)-6-[(6-chloro-pyridin-3-yl)-hydroxy-(3-methyl-3H-imidazol-4-yl)-methyl]-1-methyl-1H-quinolin-2-one), CO.C(Cl)(Cl)Cl.[NH4+].[OH-] (MeOH CHCl3 NH4OH). The solvent is S(=O)(Cl)Cl (thionyl chloride). Run at time 2 hour. Yields the product NC(C=1C=C2C(=CC(N(C2=CC1)C)=O)C1=CC(=CC=C1)Cl)(C=1N(C=NC1)C)C=1C=NC(=CC1)Cl (6-[Amino-(6-Chloro-Pyridin-3-yl)-(3-Methyl-3H-Imidazol-4-yl)-Methyl]-4-(3-Chloro-Phenyl)-1-Methyl-1H-Quinolin-2-One). Yield: 50.0%. Reaction SMILES: [Cl:1][C:2]1[CH:3]=[C:4]([C:8]2[C:17]3[C:12](=[CH:13][CH:14]=[C:15]([C:18]([C:26]4[CH:27]=[N:28][C:29]([Cl:32])=[CH:30][CH:31]=4)(O)[C:19]4[N:20]([CH3:24])[CH:21]=[N:22][CH:23]=4)[CH:16]=3)[N:11]([CH3:33])[C:10](=[O:34])[CH:9]=2)[CH:5]=[CH:6][CH:7]=1.CO.C(Cl)(Cl)Cl.[NH4+:41].[OH-]>S(Cl)(Cl)=O>[NH2:41][C:18]([C:26]1[CH:27]=[N:28][C:29]([Cl:32])=[CH:30][CH:31]=1)([C:19]1[N:20]([CH3:24])[CH:21]=[N:22][CH:23]=1)[C:15]1[CH:16]=[C:17]2[C:12](=[CH:13][CH:14]=1)[N:11]([CH3:33])[C:10](=[O:34])[CH:9]=[C:8]2[C:4]1[CH:5]=[CH:6][CH:7]=[C:2]([Cl:1])[CH:3]=1 |f:1.2.3.4|. Procedure: 4-(3-Chloro-phenyl)-6-[(6-chloro-pyridin-3-yl)-hydroxy-(3-methyl-3H-imidazol-4-yl)-methyl]-1-methyl-1H-quinolin-2-one (2 g, 4.08 mmol) was dissolved in 25 ml of thionyl chloride (SOCl2) and stirred at room temperature under an atmosphere of dry N2 for 2 hours. Thiony chloride was removed under reduced pressure. The crude chloride was taken up in toluene and concentrated under vacuum. The resulting solid was dissolved in THF (20 mL) and to this solution was bubbled ammonia gas (NH3) for 30 minute...